From a dataset of the Open Reaction Database (ORD), a public repository of structured organic reaction records. describe an organic reaction: reactants, conditions, products, and yield Starting materials: ClC1=CC2=C(SC3=C(C(C2)N2CCNCC2)C=CC(=C3)F)C=C1 (2-chloro-7-fluoro-10-piperazino-10,11-dihydro-dibenzo(b,f)thiepin), C1(=CC=CC=C1)C (toluene), ClCCC1OCCCO1 (2-(2-chloroethyl)-1,3-dioxane). Solvent: C(C)N(CC)CC (triethylamine). Reaction conditions: time 23 hour. Product: ClC1=CC2=C(SC3=C(C(C2)N2CCN(CC2)CCC2OCCCO2)C=CC(=C3)F)C=C1 (1-(2-Chloro-7-fluoro-10,11-dihydrodibenzo(b,f)thiepin-10-yl)-4-(2-(1,3-dioxan-2-yl)ethyl)piperazine). Isolated yield 64.0%. As a reaction SMILES: [Cl:1][C:2]1[CH:23]=[CH:22][C:5]2[S:6][C:7]3[CH:20]=[C:19]([F:21])[CH:18]=[CH:17][C:8]=3[CH:9]([N:11]3[CH2:16][CH2:15][NH:14][CH2:13][CH2:12]3)[CH2:10][C:4]=2[CH:3]=1.C1(C)C=CC=CC=1.Cl[CH2:32][CH2:33][CH:34]1[O:39][CH2:38][CH2:37][CH2:36][O:35]1>C(N(CC)CC)C>[Cl:1][C:2]1[CH:23]=[CH:22][C:5]2[S:6][C:7]3[CH:20]=[C:19]([F:21])[CH:18]=[CH:17][C:8]=3[CH:9]([N:11]3[CH2:16][CH2:15][N:14]([CH2:32][CH2:33][CH:34]4[O:39][CH2:38][CH2:37][CH2:36][O:35]4)[CH2:13][CH2:12]3)[CH2:10][C:4]=2[CH:3]=1. Procedure: A mixture of 2-chloro-7-fluoro-10-piperazino-10,11-dihydro-dibenzo(b,f)thiepin (10.0 g), toluene (60 ml), triethylamine (10 g) and 2-(2-chloroethyl)-1,3-dioxane (15.3 g) is refluxed under stirring for 23 hours. On cooling, the precipitate is filtered off and washed with benzene. The combined filtrates are then washed with water, dried over anhydrous potassium carbonate, filtered with a small amount of active carbon, and evaporated under reduced pressure to dryness. The residue (19.0 g) crystalli... Starting materials: OC1=CC(=C(CC2=CC=C(O2)C(=O)O)C(=C1)C)C (5-(4-hydroxy-2,6-dimethylbenzyl)-2-furoic acid), OC1=C(CC2=CC=C(O2)C(=O)O)C(=CC(=C1)C)C (5-(2-hydroxy-4,6-dimethylbenzyl)-2-furoic acid), O.C1(=CC=C(C=C1)S(=O)(=O)O)C (p-toluenesulfonic acid monohydrate), CO (methanol), O (water). Solvent: C1(=CC=CC=C1)C (toluene). Run at temperature 100 celsius. The product is COC1=CC(=C(CC2=CC=C(O2)C(=O)OC)C(=C1)C)C (methyl 5-(4-methoxy-2,6-dimethylbenzyl)-2-furoate), COC1=C(CC2=CC=C(O2)C(=O)OC)C(=CC(=C1)C)C (methyl 5-(2-methoxy-4,6-dimethylbenzyl)-2-furoate). Yield: 100.0%. Reaction SMILES: O[C:2]1[CH:16]=[C:15]([CH3:17])[C:5]([CH2:6][C:7]2[O:11][C:10](C(O)=O)=[CH:9][CH:8]=2)=[C:4]([CH3:18])[CH:3]=1.O[C:20]1[CH:34]=[C:33]([CH3:35])[CH:32]=[C:31]([CH3:36])[C:21]=1[CH2:22][C:23]1[O:27][C:26](C(O)=O)=[CH:25][CH:24]=1.[OH2:37].[C:38]1(C)C=CC(S(O)(=O)=O)=CC=1.[CH3:49][OH:50].[OH2:51]>C1(C)C=CC=CC=1>[CH3:38][O:37][C:2]1[CH:3]=[C:4]([CH3:18])[C:5]([CH2:6][C:7]2[O:50][C:49]([C:26]([O:27][CH3:23])=[O:51])=[CH:9][CH:8]=2)=[C:15]([CH3:17])[CH:16]=1.[CH3:38][O:37][C:20]1[CH:34]=[C:33]([CH3:35])[CH:32]=[C:31]([CH3:36])[C:21]=1[CH2:22][C:23]1[O:50][C:49]([C:10]([O:11][CH3:7])=[O:51])=[CH:25][CH:24]=1 |f:2.3|. Procedure: In a 500-mL round-bottom flask, a mixture of 5-(4-hydroxy-2,6-dimethylbenzyl)-2-furoic acid (200) and 5-(2-hydroxy-4,6-dimethylbenzyl)-2-furoic acid (201) (4.28 g, 17.38 mmol) and toluene (40 mL) were placed. To this solution p-toluenesulfonic acid monohydrate (3.31 g, 17.38 mmol) and methanol (10 mL, 246.87 mmol) were added. The reaction mixture was heated to 100° C. overnight. The reaction mixture was poured into water and extracted with ethyl acetate. The separated organic layer was washed wi... The reactants are NC=1C=NC=CC1OC1=C(C=C(C=C1)NC(=O)C=1C(N(C=CC1)C1=CC=C(C=C1)F)=O)F (N-(4-(3-aminopyridin-4-yloxy)-3-fluorophenyl)-1-(4-fluorophenyl)-2-oxo-1,2-dihydropyridine-3-carboxamide), C(C)(C)(C)OC(=O)N1CC(CC1)C=O (3-formyl-pyrrolidine-1-carboxylic acid tert-butyl ester), C(C)(=O)O (acetic acid), C(C)(=O)O[BH-](OC(C)=O)OC(C)=O.[Na+] (sodium triacetoxyborohydride), C(C)(=O)O[BH-](OC(C)=O)OC(C)=O.[Na+] (sodium triacetoxyborohydride), Cl (HCl). The solvent is ClCCCl (DCE), O1CCOCC1 (dioxane), CO.CCOC(=O)C (MeOH EtOAc). Conditions: time 6 hour. Yields the product Cl.FC=1C=C(C=CC1OC1=C(C=NC=C1)NCC1CNCC1)NC(=O)C=1C(N(C=CC1)C1=CC=C(C=C1)F)=O (N-(3-Fluoro-4-(3-(pyrrolidin-3-ylmethylamino)pyridin-4-yloxy)phenyl)-1-(4-fluorophenyl)-2-oxo-1,2-dihydropyridine-3-carboxamide, hydrochloride salt). Isolated yield 60.0%. RXN SMILES: [NH2:1][C:2]1[CH:3]=[N:4][CH:5]=[CH:6][C:7]=1[O:8][C:9]1[CH:14]=[CH:13][C:12]([NH:15][C:16]([C:18]2[C:19](=[O:31])[N:20]([C:24]3[CH:29]=[CH:28][C:27]([F:30])=[CH:26][CH:25]=3)[CH:21]=[CH:22][CH:23]=2)=[O:17])=[CH:11][C:10]=1[F:32].C(OC([N:40]1[CH2:44][CH2:43][CH:42]([CH:45]=O)[CH2:41]1)=O)(C)(C)C.C(O)(=O)C.C(O[BH-](OC(=O)C)OC(=O)C)(=O)C.[Na+].[ClH:65]>ClCCCl.O1CCOCC1.CO.CCOC(C)=O>[ClH:65].[F:32][C:10]1[CH:11]=[C:12]([NH:15][C:16]([C:18]2[C:19](=[O:31])[N:20]([C:24]3[CH:25]=[CH:26][C:27]([F:30])=[CH:28][CH:29]=3)[CH:21]=[CH:22][CH:23]=2)=[O:17])[CH:13]=[CH:14][C:9]=1[O:8][C:7]1[CH:6]=[CH:5][N:4]=[CH:3][C:2]=1[NH:1][CH2:45][CH:42]1[CH2:43][CH2:44][NH:40][CH2:41]1 |f:3.4,8.9,10.11|. Procedure: To N-(4-(3-aminopyridin-4-yloxy)-3-fluorophenyl)-1-(4-fluorophenyl)-2-oxo-1,2-dihydropyridine-3-carboxamide (Example 120, 30 mg, 0.07 mmol) in DCE (1 mL) was added 3-formyl-pyrrolidine-1-carboxylic acid tert-butyl ester (CB Research and Development Inc., 28 mg, 0.14 mmol), acetic acid (5 uL, 0.084 mmol), then sodium triacetoxyborohydride (23 mg, 0.104 mmol). After stirring at rt for 6 h, a second portion (23 mg) of sodium triacetoxyborohydride was added. After stirring at rt for 2 h, the reactio... Reactants: COC1=C2C(=NC=C1)NC=C2 (4-methoxy-1H-pyrrolo[2,3-b]pyridine), COC(C(C(=O)OC(C)(C)C)=CC1=CC=CC=C1)=O (2-benzylidene-malonic acid tert-butyl ester methyl ester). Product: COC(C(C(=O)OC(C)(C)C)C(C1=CC=CC=C1)N1C=CC=2C1=NC=CC2OC)=O (2-[(4-Methoxy-pyrrolo[2,3-b]pyridin-1-yl)-phenyl-methyl]-malonic acid tert-butyl ester methyl ester). Reaction SMILES: [CH3:1][O:2][C:3]1[CH:8]=[CH:7][N:6]=[C:5]2[NH:9][CH:10]=[CH:11][C:4]=12.[CH3:12][O:13][C:14](=[O:30])[C:15](=[CH:23][C:24]1[CH:29]=[CH:28][CH:27]=[CH:26][CH:25]=1)[C:16]([O:18][C:19]([CH3:22])([CH3:21])[CH3:20])=[O:17]>>[CH3:12][O:13][C:14](=[O:30])[CH:15]([CH:23]([N:9]1[C:5]2=[N:6][CH:7]=[CH:8][C:3]([O:2][CH3:1])=[C:4]2[CH:11]=[CH:10]1)[C:24]1[CH:25]=[CH:26][CH:27]=[CH:28][CH:29]=1)[C:16]([O:18][C:19]([CH3:21])([CH3:22])[CH3:20])=[O:17]. Procedure details: 2-[(4-Methoxy-pyrrolo[2,3-b]pyridin-1-yl)-phenyl-methyl]-malonic acid tert-butyl ester methyl ester was prepared from 4-methoxy-1H-pyrrolo[2,3-b]pyridine (WO03/082289) and 2-benzylidene-malonic acid tert-butyl ester methyl ester using the procedure of Example 7, and was used without purification. Reactants: C1(CCCCC1)N (cyclohexylamine), C(CCCCCCCCCCCCCCCCC)(=O)Cl (stearic acid chloride). Solvent: C1(=CC=CC=C1)C (toluene). Reaction conditions: temperature 30 celsius. Yields the product C1(CCCCC1)NC(CCCCCCCCCCCCCCCCC)=O (N-cyclohexylstearamide). Reaction SMILES: [CH:1]1([NH2:7])[CH2:6][CH2:5][CH2:4][CH2:3][CH2:2]1.[C:8](Cl)(=[O:26])[CH2:9][CH2:10][CH2:11][CH2:12][CH2:13][CH2:14][CH2:15][CH2:16][CH2:17][CH2:18][CH2:19][CH2:20][CH2:21][CH2:22][CH2:23][CH2:24][CH3:25]>C1(C)C=CC=CC=1>[CH:1]1([NH:7][C:8](=[O:26])[CH2:9][CH2:10][CH2:11][CH2:12][CH2:13][CH2:14][CH2:15][CH2:16][CH2:17][CH2:18][CH2:19][CH2:20][CH2:21][CH2:22][CH2:23][CH2:24][CH3:25])[CH2:6][CH2:5][CH2:4][CH2:3][CH2:2]1. Procedure details: 10 g of cyclohexylamine was dissolved in 80 ml of toluene. The resulting solution was cooled below 20° C. and 30 g of stearic acid chloride was added to the solution with stirring at temperatures below 20° C. The addition required one hour. The mixture solidified entirely. The solidified mixture was maintained at 30° C. for 2 hours. White crystals contained in the mixture was then filtered off, neutralized with alkaline alcohol and washed with water. The material so obtained was recrystallized f... Reactants: C(C)(C)(C)OC(C1=C(C=C(C(=C1)C1=NC(=NC(=C1)Cl)N)C)C)=O (5-(2-amino-6-chloropyrimidin-4-yl)-2,4-dimethylbenzoic acid tert-butyl ester), C(C)(C)(C)OC(C1=C(C=C(C(=C1)C1=NC(=NC(=C1)Cl)N)C)C)=O (5-(2-amino-6-chloropyrimidin-4-yl)-2,4-dimethylbenzoic acid tert-butyl ester), C([O-])([O-])=O.[Cs+].[Cs+] (cesium carbonate), NCCS (2-aminoethanethiol). Run in CN(C=O)C (N,N-dimethylformamide), C(C)(=O)OCC (ethyl acetate). Run at time 3 hour. Yields the product C(C)(C)(C)OC(C1=C(C=C(C(=C1)C1=NC(=NC(=C1)SCCN)N)C)C)=O (5-[2-amino-6-(2-aminoethylsulfanyl)pyrimidin-4-yl]-2,4-dimethylbenzoic acid tert-butyl ester). The yield is 78.3%. Reaction SMILES: [C:1]([O:5][C:6](=[O:23])[C:7]1[CH:12]=[C:11]([C:13]2[CH:18]=[C:17](Cl)[N:16]=[C:15]([NH2:20])[N:14]=2)[C:10]([CH3:21])=[CH:9][C:8]=1[CH3:22])([CH3:4])([CH3:3])[CH3:2].C(=O)([O-])[O-].[Cs+].[Cs+].[NH2:30][CH2:31][CH2:32][SH:33]>CN(C)C=O.C(OCC)(=O)C>[C:1]([O:5][C:6](=[O:23])[C:7]1[CH:12]=[C:11]([C:13]2[CH:18]=[C:17]([S:33][CH2:32][CH2:31][NH2:30])[N:16]=[C:15]([NH2:20])[N:14]=2)[C:10]([CH3:21])=[CH:9][C:8]=1[CH3:22])([CH3:4])([CH3:3])[CH3:2] |f:1.2.3|. Procedure: 5-(2-Amino-6-chloropyrimidin-4-yl)-2,4-dimethylbenzoic acid tert-butyl ester (Compound 1-1) (5.0 g, 15.0 mmol) obtained in Example 1-1 was dissolved in N,N-dimethylformamide (125 ml), and then cesium carbonate (11.5 g, 150.0 mmol) and 2-aminoethanethiol (48.8 g, 150.0 mmol) were added thereto at room temperature. The resulting mixture was stirred at room temperature for three hours, and then diluted with ethyl acetate (500 ml). The solution was sequentially washed with water (500 ml, three times... The reactants are O=S1(CCC(CC1)C1=CNC2=C(C=C(C=C12)C1=CC(=CC=C1)C=O)C(=O)N)=O (3-(1,1-Dioxidotetrahydro-2H-thiopyran-4-yl)-5-(3-formylphenyl)-1H-indole-7-carboxamide), C(#N)[BH3-].[Na+] (Sodium cyanoborohydride), Cl.CN (Methyl amine HCl), C(C)(=O)O (acetic acid). Solvent: CO (MeOH), CS(=O)C (DMSO). Reaction conditions: time 1 hour. Yields the product O=S1(CCC(CC1)C1=CNC2=C(C=C(C=C12)C1=CC(=CC=C1)CNC)C(=O)N)=O (3-(1,1-Dioxidotetrahydro-2H-thiopyran-4-yl)-5-{3-[(methylamino)methyl]phenyl}-1H-indole-7-carboxamide). As a reaction SMILES: [O:1]=[S:2]1(=[O:28])[CH2:7][CH2:6][CH:5]([C:8]2[C:16]3[C:11](=[C:12]([C:25]([NH2:27])=[O:26])[CH:13]=[C:14]([C:17]4[CH:22]=[CH:21][CH:20]=[C:19]([CH:23]=O)[CH:18]=4)[CH:15]=3)[NH:10][CH:9]=2)[CH2:4][CH2:3]1.Cl.CN.C(O)(=O)C.[C:36]([BH3-])#[N:37].[Na+]>CO.CS(C)=O>[O:28]=[S:2]1(=[O:1])[CH2:3][CH2:4][CH:5]([C:8]2[C:16]3[C:11](=[C:12]([C:25]([NH2:27])=[O:26])[CH:13]=[C:14]([C:17]4[CH:22]=[CH:21][CH:20]=[C:19]([CH2:23][NH:37][CH3:36])[CH:18]=4)[CH:15]=3)[NH:10][CH:9]=2)[CH2:6][CH2:7]1 |f:1.2,4.5|. Procedure: 3-(1,1-Dioxidotetrahydro-2H-thiopyran-4-yl)-5-(3-formylphenyl)-1H-indole-7-carboxamide (0.160 g, 0.404 mmol) was taken up in MeOH (1.802 mL)/DMSO (1.802 mL). Methyl amine HCl (0.136 g, 2.018 mmol) was added followed by acetic acid (0.462 mL, 8.07 mmol). The reaction mixture was allowed to stir at room temperature for 1 hour. Sodium cyanoborohydride (0.051 g, 0.807 mmol) was added and the reaction mixture was allowed to stir for 45 minutes and LCMS then shows conversion to desired product. The re... Product: ClCCC[Si](OC)(OC)C (γ-chloropropylmethyldimethoxysilane). As a reaction SMILES: [CH2:1]([Cl:4])[CH:2]=[CH2:3].[CH3:5][Si:6](C)([O:10][CH2:11]C)[O:7][CH2:8]C.C([Si](C=C)(C)O[Si](C)(C)C)=C>C1(C)C=CC=CC=1>[Cl:4][CH2:1][CH2:2][CH2:3][Si:6]([CH3:5])([O:10][CH3:11])[O:7][CH3:8]. Solvent: C1(=CC=CC=C1)C (toluene), C1(=CC=CC=C1)C (toluene). Run at temperature 50 celsius. Starting materials: C(C=C)Cl (allyl chloride), C(=C)[Si](O[Si](C)(C)C)(C)C=C (divinyltetramethyldisiloxane), C(C=C)Cl (allyl chloride), C[Si](OCC)(OCC)C (dimethyldiethoxysilane). Reported procedure: 306 mg of allyl chloride, 530 mol of dimethyldiethoxysilane, and 77 mg of toluene were placed in a glass reaction tube. Then, 0.005 mol of a toluene solution of a 0-valent platinum complex of divinyltetramethyldisiloxane (platinum content: 0.4 wt %) was added to this mixture. The reaction tube was sealed and heated for 2 hours in an oil bath at 50° C. When the contents were analyzed by GC-MS following cooling, the conversion rate of allyl chloride was 100% and γ-chloropropylmethyldimethoxysilane... The yield is 19.7%. Reactants: CC(C)C1CN(C(=O)OC(C)(C)C)CCN1, Brc1cccc(Cc2ccccc2)c1, CO, Cc1ccccc1, ClCCl, O=C(C=Cc1ccccc1)C=Cc1ccccc1, O=C(C=Cc1ccccc1)C=Cc1ccccc1, O=C(C=Cc1ccccc1)C=Cc1ccccc1, [Pd], [Pd]. Yields the product CC(C)C1CN(C(=O)OC(C)(C)C)CCN1c1cccc(Cc2ccccc2)c1. As a reaction SMILES: [C:1]([CH3:2])([CH3:3])([CH3:4])[O:5][C:6](=[O:7])[N:8]1[CH2:9][CH:10]([CH:14]([CH3:15])[CH3:16])[NH:11][CH2:12][CH2:13]1.[CH2:17]([c:18]1[cH:19][cH:20][cH:21][cH:22][cH:23]1)[c:24]1[cH:25][c:26]([Br:30])[cH:27][cH:28][cH:29]1.[CH3:34][OH:35].[CH3:36][c:37]1[cH:38][cH:39][cH:40][cH:41][cH:42]1.[Cl:31][CH2:32][Cl:33].[O:45]=[C:46]([CH:47]=[CH:48][c:49]1[cH:50][cH:51][cH:52][cH:53][cH:54]1)[CH:55]=[CH:56][c:57]1[cH:58][cH:59][cH:60][cH:61][cH:62]1.[O:63]=[C:64]([CH:65]=[CH:66][c:67]1[cH:68][cH:69][cH:70][cH:71][cH:72]1)[CH:73]=[CH:74][c:75]1[cH:76][cH:77][cH:78][cH:79][cH:80]1.[O:81]=[C:82]([CH:83]=[CH:84][c:85]1[cH:86][cH:87][cH:88][cH:89][cH:90]1)[CH:91]=[CH:92][c:93]1[cH:94][cH:95][cH:96][cH:97][cH:98]1.[Pd:43].[Pd:44]>>[C:1]([CH3:2])([CH3:3])([CH3:4])[O:5][C:6](=[O:7])[N:8]1[CH2:9][CH:10]([CH:14]([CH3:15])[CH3:16])[N:11]([c:26]2[cH:25][c:24]([CH2:17][c:18]3[cH:19][cH:20][cH:21][cH:22][cH:23]3)[cH:29][cH:28][cH:27]2)[CH2:12][CH2:13]1. Starting materials: CC(C)(C)OC(=O)NN, C1CCCCC1, CCCCCCC(=O)CCC, CCCCCCC. The product is CCCCCCC(CCC)=NNC(=O)OC(C)(C)C. RXN SMILES: [C:12]([NH:13][NH2:14])(=[O:15])[O:16][C:17]([CH3:18])([CH3:19])[CH3:20].[CH2:28]1[CH2:29][CH2:30][CH2:31][CH2:32][CH2:33]1.[CH3:1][CH2:2][CH2:3][C:4]([CH2:5][CH2:6][CH2:7][CH2:8][CH2:9][CH3:10])=[O:11].[CH3:21][CH2:22][CH2:23][CH2:24][CH2:25][CH2:26][CH3:27]>>[CH3:1][CH2:2][CH2:3][C:4]([CH2:5][CH2:6][CH2:7][CH2:8][CH2:9][CH3:10])=[N:14][NH:13][C:12](=[O:15])[O:16][C:17]([CH3:18])([CH3:19])[CH3:20].